From a dataset of the Open Reaction Database (ORD), a public repository of structured organic reaction records. describe an organic reaction: reactants, conditions, products, and yield Reactants: C1C(CC2=CC=CC=C12)=O (2-indanone), Cl.N1=CC=C(C=C1)CCl (4-picolyl chloride hydrochloride), [OH-].[Na+] (sodium hydroxide). Reagents/catalysts: [Cl-].C(C1=CC=CC=C1)[N+](CC)(CC)CC (benzyltriethylammonium chloride). Run in C1=CC=CC=C1 (benzene). Yields the product N1=CC=C(C=C1)CC1(C(CC2=CC=CC=C12)=O)CC1=CC=NC=C1 (1,1-bis(4-pyridinylmethyl)-1,3-dihydro-2H-indene-2-one). Reaction SMILES: [CH2:1]1[C:9]2[C:4](=[CH:5][CH:6]=[CH:7][CH:8]=2)[CH2:3][C:2]1=[O:10].Cl.[N:12]1[CH:17]=[CH:16][C:15]([CH2:18]Cl)=[CH:14][CH:13]=1.[OH-].[Na+]>[Cl-].C([N+](CC)(CC)CC)C1C=CC=CC=1.C1C=CC=CC=1>[N:12]1[CH:17]=[CH:16][C:15]([CH2:18][C:1]2([CH2:18][C:15]3[CH:16]=[CH:17][N:12]=[CH:13][CH:14]=3)[C:9]3[C:4](=[CH:5][CH:6]=[CH:7][CH:8]=3)[CH2:3][C:2]2=[O:10])=[CH:14][CH:13]=1 |f:1.2,3.4,5.6|. Reported procedure: To stirred mixture of 2-indanone (2.64 g, 0.02 mol), 4-picolyl chloride hydrochloride (7.22 g, 0.044 mol), and benzyltriethylammonium chloride (0.45 g, 0.002 mol) in 100 ml of benzene was added 1N sodium hydroxide (84 ml, 0.084 mol) dropwise over a period of 30 min. The mixture was stirred for an additional 2.5 h. at room temperature, then heated to 60° and maintained at this temperature for 1 h. Thin layer chromatographic analysis indicated that the reaction was complete. The reaction mixture w... Procedure: This compound was prepared from ethyl 7-benzyl-1-(cyclopropylmethyl)-4-hydroxy-2-oxo-1,2-dihydro-1,5-naphthyridine-3-carboxylate and 2-methoxyethylamine employing methods similar to those described in Example 5 and was obtained as an off-white solid: 1H NMR (CDCl3) δ 10.36 (1H, br t, J=5 Hz), 8.59 (1H, d, J=1.3 Hz), 7.46 (1H, s), 7.34 (2H, m), 7.26 (1H, m), 7.20 (2H, d, J=7 Hz), 4.16 (2H, s), 4.08 (2H, d, J=7 Hz), 3.64 (2H, q, J˜5 Hz), 3.58 (2H, t, J˜5 Hz), 3.40 (3H, s), 1.00 (1H, m), 0.46 (2H, ... As a reaction SMILES: [CH2:1]([C:8]1[CH:17]=[C:16]2[C:11]([C:12]([OH:28])=[C:13]([C:23](OCC)=[O:24])[C:14](=[O:22])[N:15]2[CH2:18][CH:19]2[CH2:21][CH2:20]2)=[N:10][CH:9]=1)[C:2]1[CH:7]=[CH:6][CH:5]=[CH:4][CH:3]=1.[CH3:29][O:30][CH2:31][CH2:32][NH2:33]>>[CH2:1]([C:8]1[CH:17]=[C:16]2[C:11]([C:12]([OH:28])=[C:13]([C:23]([NH:33][CH2:32][CH2:31][O:30][CH3:29])=[O:24])[C:14](=[O:22])[N:15]2[CH2:18][CH:19]2[CH2:20][CH2:21]2)=[N:10][CH:9]=1)[C:2]1[CH:3]=[CH:4][CH:5]=[CH:6][CH:7]=1. Starting materials: C(C1=CC=CC=C1)C1=CN=C2C(=C(C(N(C2=C1)CC1CC1)=O)C(=O)OCC)O (ethyl 7-benzyl-1-(cyclopropylmethyl)-4-hydroxy-2-oxo-1,2-dihydro-1,5-naphthyridine-3-carboxylate), COCCN (2-methoxyethylamine). The product is C(C1=CC=CC=C1)C1=CN=C2C(=C(C(N(C2=C1)CC1CC1)=O)C(=O)NCCOC)O (7-Benzyl-1-(cyclopropylmethyl)-4-hydroxy-N-(2-methoxyethyl)-2-oxo-1,2-dihydro-1,5-naphthyridine-3-carboxamide). The reactants are CCOC(=O)CCC(NC(=O)c1ccc(N)s1)C(=O)OCC, CN(C)C=O. Product: CCOC(=O)CCC(NC(=O)c1ccc(NC)s1)C(=O)OCC. As a reaction SMILES: [CH2:1]([CH3:2])[O:3][C:4]([CH:5]([NH:6][C:7](=[O:8])[c:9]1[s:10][c:11]([NH2:14])[cH:12][cH:13]1)[CH2:15][CH2:16][C:17](=[O:18])[O:19][CH2:20][CH3:21])=[O:22].[CH3:23][N:24]([CH3:25])[CH:26]=[O:27]>>[CH2:1]([CH3:2])[O:3][C:4]([CH:5]([NH:6][C:7](=[O:8])[c:9]1[s:10][c:11]([NH:14][CH3:23])[cH:12][cH:13]1)[CH2:15][CH2:16][C:17](=[O:18])[O:19][CH2:20][CH3:21])=[O:22]. Yields the product COc1cccc(Br)c1[N+](=O)[O-]. RXN SMILES: [BrH:22].[CH3:1][O:2][c:3]1[c:4]([N+:10](=[O:11])[O-:12])[c:5]([NH2:9])[cH:6][cH:7][cH:8]1.[N:13]([O-:14])=[O:15].[Na+:16].[Na+:21].[O-:17][C:18]([OH:19])=[O:20].[OH2:23]>>[CH3:1][O:2][c:3]1[c:4]([N+:10](=[O:11])[O-:12])[c:5]([Br:22])[cH:6][cH:7][cH:8]1. The reactants are Br, COc1cccc(N)c1[N+](=O)[O-], O=N[O-], [Na+], [Na+], O=C([O-])O, O. Reaction SMILES: [CH3:1][O:2][C:3]1[CH:8]=[CH:7][C:6]([CH:9]([C:16]2[CH:21]=[CH:20][CH:19]=[CH:18][CH:17]=2)[N:10]2[CH2:15][CH2:14][NH:13][CH2:12][CH2:11]2)=[CH:5][CH:4]=1.Cl[C:23]1[CH:24]=[CH:25][C:26]2[N:27]([C:29]([C:32]([F:35])([F:34])[F:33])=[N:30][N:31]=2)[N:28]=1>>[CH3:1][O:2][C:3]1[CH:4]=[CH:5][C:6]([CH:9]([C:16]2[CH:21]=[CH:20][CH:19]=[CH:18][CH:17]=2)[N:10]2[CH2:11][CH2:12][N:13]([C:23]3[CH:24]=[CH:25][C:26]4[N:27]([C:29]([C:32]([F:33])([F:35])[F:34])=[N:30][N:31]=4)[N:28]=3)[CH2:14][CH2:15]2)=[CH:7][CH:8]=1. The reactants are COC1=CC=C(C=C1)C(N1CCNCC1)C1=CC=CC=C1 (1-[(4-methoxyphenyl)-phenylmethyl]piperazine), ClC=1C=CC=2N(N1)C(=NN2)C(F)(F)F (6-chloro-3-(trifluoromethyl)-[1,2,4]triazolo[4,3-b]pyridazine). Reported procedure: A mixture of 1-[(4-methoxyphenyl)-phenylmethyl]piperazine and 6-chloro-3-(trifluoromethyl)-[1,2,4]triazolo[4,3-b]pyridazine was allowed to react by General Synthetic Method 3. The crude product was purified by hplc using a Waters XTerra C18 column (5μ silica, 19 mm diameter, 100 mm length) eluted with decreasingly polar mixtures of water (containing 0.1% aqueous ammonia) and acetonitrile as eluents to give 6-[4-[(4-methoxyphenyl)-phenylmethyl]piperazin-1-yl]-3-(trifluoromethyl)-[1,2,4]triazolo[4... Product: COC1=CC=C(C=C1)C(N1CCN(CC1)C=1C=CC=2N(N1)C(=NN2)C(F)(F)F)C2=CC=CC=C2 (6-[4-[(4-methoxyphenyl)-phenylmethyl]piperazin-1-yl]-3-(trifluoromethyl)-[1,2,4]triazolo[4,3-b]pyridazine).